This data is from the Open Reaction Database (ORD), a public repository of structured organic reaction records. The task is: describe an organic reaction: reactants, conditions, products, and yield The reactants are BrCCCO[Si](C)(C)C(C)(C)C ((3-bromopropoxy)-tert-butyldimethylsilane), FC1=CC=C(C=C1)C1OCC2=CC(=CC=C12)C#N (1-(4-fluorophenyl)-1,3-dihydro-5-isobenzofurancarbonitrile), [Li+].CC(C)[N-]C(C)C (LDA), ice H2O. The solvent is C1CCOC1 (THF), C1CCOC1 (THF), C1CCOC1 (THF). Conditions: temperature -78 celsius, time 30 minute. Product: FC1=CC=C(C=C1)C1(OCC2=CC(=CC=C12)C#N)CCCO (1-(4-fluorophenyl)-1-(3-hydroxypropyl)-1,3-dihydro-5-isobenzofurancarbonitrile). Yield: 80.7%. RXN SMILES: [F:1][C:2]1[CH:7]=[CH:6][C:5]([CH:8]2[C:16]3[C:11](=[CH:12][C:13]([C:17]#[N:18])=[CH:14][CH:15]=3)[CH2:10][O:9]2)=[CH:4][CH:3]=1.[Li+].CC([N-]C(C)C)C.Br[CH2:28][CH2:29][CH2:30][O:31][Si](C(C)(C)C)(C)C>C1COCC1>[F:1][C:2]1[CH:7]=[CH:6][C:5]([C:8]2([CH2:28][CH2:29][CH2:30][OH:31])[C:16]3[C:11](=[CH:12][C:13]([C:17]#[N:18])=[CH:14][CH:15]=3)[CH2:10][O:9]2)=[CH:4][CH:3]=1 |f:1.2|. Procedure details: A solution of 1-(4-fluorophenyl)-1,3-dihydro-5-isobenzofurancarbonitrile (13.4 g, 60 mmol) in THF (450 mL) was added to a solution of LDA (76 mmol) in THF (30 mL) at −78° C. under an atmosphere of nitrogen. After stirring at −78° C. for 30 min, a solution of (3-bromopropoxy)-tert-butyldimethylsilane (16.8 mL, 72 mmol) in THF (30 mL) was added and the resulting mixture was allowed to warm to room temperature and stirred for 2 h. Then the mixture was poured into ice/H2O (400 mL), and extracted wit...